From a dataset of the Open Reaction Database (ORD), a public repository of structured organic reaction records. describe an organic reaction: reactants, conditions, products, and yield The reactants are C(C)C(CCCC)NC1=CC=CC=C1 (N-(1-ethyl-pentyl)aniline), BrCCCC (bromobutane). Yields the product C(C)C(CCCC)N(C1=CC=CC=C1)CCCC (N-(1-ethylpentyl)-N-butylaniline). RXN SMILES: [CH2:1]([CH:3]([NH:8][C:9]1[CH:14]=[CH:13][CH:12]=[CH:11][CH:10]=1)[CH2:4][CH2:5][CH2:6][CH3:7])[CH3:2].Br[CH2:16][CH2:17][CH2:18][CH3:19]>>[CH2:1]([CH:3]([N:8]([CH2:16][CH2:17][CH2:18][CH3:19])[C:9]1[CH:10]=[CH:11][CH:12]=[CH:13][CH:14]=1)[CH2:4][CH2:5][CH2:6][CH3:7])[CH3:2]. Procedure: N-(1-ethylpentyl)-N-butylaniline was prepared from N-(1-ethyl-pentyl)aniline and bromobutane using the same method as Example 2ii).